This data is from the Open Reaction Database (ORD), a public repository of structured organic reaction records. The task is: describe an organic reaction: reactants, conditions, products, and yield Run at temperature 25 celsius, time 2 hour. Procedure details: A 5.0 g (0.0281 mol) sample of 3-chloropropylsulfonyl chloride was added slowly at about 0° C. (ice bath) to a suspension of 6.7 g (0.0281 mol) of the sodium salt of alpha-cyano-2,6-dichlorobenzaldoxime in 60 ml benzene. The reaction was exothermic. The reaction mixture was stirred at 25° C. for 2 hours during which time a solid product formed. The reaction mixture was then diluted with 200 ml dichloromethane, washed with water, dried over magnesium sulfate and silica gel, and evaporated under r... Solvent: C1=CC=CC=C1 (benzene), ClCCl (dichloromethane). Reactants: [Na] (sodium), C(#N)C(C1=C(C=CC=C1Cl)Cl)=NO (alpha-cyano-2,6-dichlorobenzaldoxime), ClCCCS(=O)(=O)Cl (3-chloropropylsulfonyl chloride). RXN SMILES: [Cl:1][CH2:2][CH2:3][CH2:4][S:5](Cl)(=[O:7])=[O:6].[Na].[C:10]([C:12](=[N:21][OH:22])[C:13]1[C:18]([Cl:19])=[CH:17][CH:16]=[CH:15][C:14]=1[Cl:20])#[N:11]>C1C=CC=CC=1.ClCCl>[Cl:1][CH2:2][CH2:3][CH2:4][S:5]([O:22][N:21]=[C:12]([C:10]#[N:11])[C:13]1[C:18]([Cl:19])=[CH:17][CH:16]=[CH:15][C:14]=1[Cl:20])(=[O:7])=[O:6] |^1:8|. The product is ClCCCS(=O)(=O)ON=C(C1=C(C=CC=C1Cl)Cl)C#N (O-3-chloro-propylsulfonyl-alpha-cyano-2,6-dichlorobenzaldoxime). RXN SMILES: [F:1][C:2]1[C:3]([N:10]2[CH:27]=[C:13]3[C:14]([NH:19][C:20]4[CH:25]=[C:24]([CH3:26])[N:23]=[CH:22][N:21]=4)=[N:15][CH:16]=[C:17]([F:18])[C:12]3=[N:11]2)=[C:4]([CH:7]=[CH:8][CH:9]=1)[C:5]#[N:6].[ClH:28]>CC(O)C>[ClH:28].[F:1][C:2]1[C:3]([N:10]2[CH:27]=[C:13]3[C:14]([NH:19][C:20]4[CH:25]=[C:24]([CH3:26])[N:23]=[CH:22][N:21]=4)=[N:15][CH:16]=[C:17]([F:18])[C:12]3=[N:11]2)=[C:4]([CH:7]=[CH:8][CH:9]=1)[C:5]#[N:6] |f:3.4|. Yields the product Cl.FC=1C(=C(C#N)C=CC1)N1N=C2C(C(=NC=C2F)NC2=NC=NC(=C2)C)=C1 (3-Fluoro-2-[7-fluoro-4-(6-methylpyrimidin-4-ylamino)pyrazolo[4,3-c]pyridin-2-yl]benzonitrile hydrochloride salt). Starting materials: FC=1C(=C(C#N)C=CC1)N1N=C2C(C(=NC=C2F)NC2=NC=NC(=C2)C)=C1 (3-fluoro-2-[7-fluoro-4-(6-methylpyrimidin-4-ylamino)-pyrazolo[4,3-c]pyridin-2-yl]-benzonitrile), Cl (HCl). The yield is 100.0%. Procedure: A solution of 3-fluoro-2-[7-fluoro-4-(6-methylpyrimidin-4-ylamino)-pyrazolo[4,3-c]pyridin-2-yl]-benzonitrile (46 mg, 0.13 mmol) in 1.25 N HCl in propan-2-ol solution (2.5 mL) was heated at 50° C. for 2 hours. The resultant mixture was concentrated under reduced pressure and the residue was dried at 50° C. under high vacuum overnight to afford the title compound as an off-white solid (60 mg, 100% yield). 1H NMR (400 MHz, DMSO-d6): δ 9.64 (br s, 1H), 9.06 (s, 1H), 8.39 (br s, 1H), 8.15 (d, J=3.5 H... Run in CC(C)O (propan-2-ol). Reactants: CC(CC(=O)O)(C)C1=CC=CC=C1 (3-methyl-3-phenylbutyric acid), C(CC)C1=C(O)C=CC=C1O (2-(n-propyl)resorcinol). The solvent is OS(=O)(=O)C(F)(F)F (triflic acid). Yields the product OC1=C(C(=C(C=C1)C(CC(C)(C1=CC=CC=C1)C)=O)O)CCC (1,3-dihydroxy-4-(3-methyl-3-phenylbutyryl)-2-(n-propyl)benzene). RXN SMILES: [CH3:1][C:2]([C:8]1[CH:13]=[CH:12][CH:11]=[CH:10][CH:9]=1)([CH3:7])[CH2:3][C:4]([OH:6])=O.[CH2:14]([C:17]1[C:23]([OH:24])=[CH:22][CH:21]=[CH:20][C:18]=1[OH:19])[CH2:15][CH3:16]>OS(C(F)(F)F)(=O)=O>[OH:19][C:18]1[CH:20]=[CH:21][C:22]([C:4](=[O:6])[CH2:3][C:2]([CH3:1])([C:8]2[CH:13]=[CH:12][CH:11]=[CH:10][CH:9]=2)[CH3:7])=[C:23]([OH:24])[C:17]=1[CH2:14][CH2:15][CH3:16]. Procedure: Using the procedure in Example 51, step 1; 3-methyl-3-phenylbutyric acid and 2-(n-propyl)resorcinol were condensed in triflic acid to form 1,3-dihydroxy-4-(3-methyl-3-phenylbutyryl)-2-(n-propyl)benzene. Reactants: OCC#Cc1ccc(Br)cc1, Cc1ccccc1, CCO, [H][H]. The product is OCCCc1ccc(Br)cc1. As a reaction SMILES: [Br:1][c:2]1[cH:3][cH:4][c:5]([C:8]#[C:9][CH2:10][OH:11])[cH:6][cH:7]1.[CH3:12][c:13]1[cH:14][cH:15][cH:16][cH:17][cH:18]1.[CH3:21][CH2:22][OH:23].[H:19][H:20]>>[Br:1][c:2]1[cH:3][cH:4][c:5]([CH2:8][CH2:9][CH2:10][OH:11])[cH:6][cH:7]1. Reactants: C1=CC=CC=2C3=CC=CC=C3C(C12)COC(NC1CCC(CC1)C(CBr)=O)=O (9H-fluoren-9-ylmethyl[4-(2-bromoacetyl)cyclohexyl]carbamate), C(C)(=S)N (thioacetamide). Solvent: C(C)#N (acetonitrile). Yields the product C1=CC=CC=2C3=CC=CC=C3C(C12)COC(NC1CCC(CC1)C=1N=C(SC1)C)=O (9H-fluoren-9-ylmethyl[4-(2-methylthiazol-4-yl)cyclohexyl]carbamate). As a reaction SMILES: [CH:1]1[C:13]2[CH:12]([CH2:14][O:15][C:16](=[O:28])[NH:17][CH:18]3[CH2:23][CH2:22][CH:21]([C:24](=O)[CH2:25]Br)[CH2:20][CH2:19]3)[C:11]3[C:6](=[CH:7][CH:8]=[CH:9][CH:10]=3)[C:5]=2[CH:4]=[CH:3][CH:2]=1.[C:29]([NH2:32])(=[S:31])[CH3:30]>C(#N)C>[CH:3]1[C:4]2[CH:12]([CH2:14][O:15][C:16](=[O:28])[NH:17][CH:18]3[CH2:19][CH2:20][CH:21]([C:24]4[N:32]=[C:29]([CH3:30])[S:31][CH:25]=4)[CH2:22][CH2:23]3)[C:11]3[C:6](=[CH:7][CH:8]=[CH:9][CH:10]=3)[C:5]=2[CH:13]=[CH:1][CH:2]=1. Procedure details: 4.00 g (7 mmol) of 9H-fluoren-9-ylmethyl[4-(2-bromoacetyl)cyclohexyl]carbamate (cis compound) and 0.700 g (9 mmol) of thioacetamide are refluxed in 50 mL of acetonitrile for 72 hours with stirring. Then the reaction mixture is concentrated by evaporation, the residue is purified by chromatography. Corresponding fractions are combined and evaporated to dryness. The crystalline residue is extracted with diisopropyl ether and suction filtered. Yield: 1.10 g (39%) of cis compound; NMR: LH201648; m.p...